Dataset: the Open Reaction Database (ORD), a public repository of structured organic reaction records. Task: describe an organic reaction: reactants, conditions, products, and yield Starting materials: O=C([O-])O, Cc1oc(-c2ccc(F)cc2)nc1CCl, CC(COc1ccc(-c2c(C#N)c(N)nc(S)c2C#N)cc1)O[Si](C)(C)C(C)(C)C, [Na+], CN(C)C=O. The product is Cc1oc(-c2ccc(F)cc2)nc1CSc1nc(N)c(C#N)c(-c2ccc(OCC(C)O[Si](C)(C)C(C)(C)C)cc2)c1C#N. As a reaction SMILES: [C:46](=[O:47])([OH:48])[O-:49].[Cl:31][CH2:32][c:33]1[n:34][c:35](-[c:39]2[cH:40][cH:41][c:42]([F:45])[cH:43][cH:44]2)[o:36][c:37]1[CH3:38].[NH2:1][c:2]1[n:3][c:4]([SH:30])[c:5]([C:28]#[N:29])[c:6](-[c:10]2[cH:11][cH:12][c:13]([O:16][CH2:17][CH:18]([CH3:19])[O:20][Si:21]([CH3:22])([CH3:23])[C:24]([CH3:25])([CH3:26])[CH3:27])[cH:14][cH:15]2)[c:7]1[C:8]#[N:9].[Na+:50].[O:51]=[CH:52][N:53]([CH3:54])[CH3:55]>>[NH2:1][c:2]1[n:3][c:4]([S:30][CH2:32][c:33]2[n:34][c:35](-[c:39]3[cH:40][cH:41][c:42]([F:45])[cH:43][cH:44]3)[o:36][c:37]2[CH3:38])[c:5]([C:28]#[N:29])[c:6](-[c:10]2[cH:11][cH:12][c:13]([O:16][CH2:17][CH:18]([CH3:19])[O:20][Si:21]([CH3:22])([CH3:23])[C:24]([CH3:25])([CH3:26])[CH3:27])[cH:14][cH:15]2)[c:7]1[C:8]#[N:9]. Starting materials: C(C)(C)(C)OC(CNC1CC2=CC=CC=C2C1)=O (N-(indan-2-yl)glycine tert-butyl ester), C(=O)(O)C(C1=CC=CC=C1)ON[C@@H](CC(C)C)C(=O)O (N-(carboxybenzoxy)-L-leucine). Product: C(C)(C)(C)OC(CN(C1CC2=CC=CC=C2C1)C([C@@H](N)CC(C)C)=O)=O (L-leucyl-N-(indan-2-yl)glycine tert-butyl ester). The yield is 34.3%. As a reaction SMILES: [C:1]([O:5][C:6](=[O:18])[CH2:7][NH:8][CH:9]1[CH2:17][C:16]2[C:11](=[CH:12][CH:13]=[CH:14][CH:15]=2)[CH2:10]1)([CH3:4])([CH3:3])[CH3:2].C(C(O[NH:30][C@H:31]([C:36](O)=[O:37])[CH2:32][CH:33]([CH3:35])[CH3:34])C1C=CC=CC=1)(O)=O>>[C:1]([O:5][C:6](=[O:18])[CH2:7][N:8]([C:36](=[O:37])[C@H:31]([CH2:32][CH:33]([CH3:35])[CH3:34])[NH2:30])[CH:9]1[CH2:10][C:11]2[C:16](=[CH:15][CH:14]=[CH:13][CH:12]=2)[CH2:17]1)([CH3:4])([CH3:2])[CH3:3]. Procedure: By reacting 7 g of N-(indan-2-yl)glycine tert-butyl ester with 8.5 g of N-(carboxybenzoxy)-L-leucine and treating the reaction mixture as in Reference Example 5, there is obtained 3.5 g of L-leucyl-N-(indan-2-yl)glycine tert-butyl ester as colorless amorphous powder. Reactants: O=C([O-])[O-], CO, O=c1[nH]cc(-c2cccc(Cl)c2)c2ncccc12, Cl, [K+], [K+], CN(C)C=O, O, ClCc1ccncc1. Yields the product O=c1c2cccnc2c(-c2cccc(Cl)c2)cn1Cc1ccncc1. Reaction SMILES: [C:19](=[O:20])([O-:21])[O-:22].[CH3:40][OH:41].[Cl:1][c:2]1[cH:3][c:4](-[c:8]2[cH:9][nH:10][c:11](=[O:18])[c:12]3[cH:13][cH:14][cH:15][n:16][c:17]23)[cH:5][cH:6][cH:7]1.[ClH:33].[K+:23].[K+:24].[O:35]=[CH:36][N:37]([CH3:38])[CH3:39].[OH2:34].[cH:25]1[cH:26][c:27]([CH2:31][Cl:32])[cH:28][cH:29][n:30]1>>[Cl:1][c:2]1[cH:3][c:4](-[c:8]2[cH:9][n:10]([CH2:31][c:27]3[cH:26][cH:25][n:30][cH:29][cH:28]3)[c:11](=[O:18])[c:12]3[cH:13][cH:14][cH:15][n:16][c:17]23)[cH:5][cH:6][cH:7]1.